This data is from the Open Reaction Database (ORD), a public repository of structured organic reaction records. The task is: describe an organic reaction: reactants, conditions, products, and yield The reactants are FC=1C(=NC=C(C1)C(F)(F)F)O (3-fluoro-5-(trifluoromethyl)pyridin-2-ol), P(=O)(Br)(Br)Br (phosphoric tribromide), CN(C=O)C (N,N-dimethylformamide), C([O-])(O)=O.[Na+] (sodium bicarbonate). Reaction conditions: temperature 130 celsius. Product: BrC1=NC=C(C=C1F)C(F)(F)F (2-bromo-3-fluoro-5-(trifluoromethyl)pyridine). RXN SMILES: [F:1][C:2]1[C:3](O)=[N:4][CH:5]=[C:6]([C:8]([F:11])([F:10])[F:9])[CH:7]=1.P(Br)(Br)([Br:15])=O.CN(C)C=O.C(=O)(O)[O-].[Na+]>>[Br:15][C:3]1[C:2]([F:1])=[CH:7][C:6]([C:8]([F:11])([F:10])[F:9])=[CH:5][N:4]=1 |f:3.4|. Reported procedure: A mixture of 3-fluoro-5-(trifluoromethyl)pyridin-2-ol (1.0 g, 5.5 mmol, Matrix) and phosphoric tribromide (1.6 g, 5.5 mmol) in N,N-dimethylformamide (2.9 mL, 38 mmol) was heated to 130° C. for 70 minutes. After cooling to room temperature, the mixture was poured onto a mixture of ice and sodium bicarbonate solution (final pH=8). The product was extracted with diethyl ether. The extract was washed with water (twice), followed by brine, dried and solvent removed in vacuo. Flash chromatography, elu... Starting materials: CS (Methylmercaptan), OCC=1C(NC(NC1)=O)=O (5-hydroxymethyluracil). Solvent: FC(C(=O)O)(F)F (trifluoroacetic acid). Run at time 2 hour. The product is CSCC=1C(NC(NC1)=O)=O (5-Methylthiomethyluracil). As a reaction SMILES: [CH3:1][SH:2].O[CH2:4][C:5]1[C:6](=[O:12])[NH:7][C:8](=[O:11])[NH:9][CH:10]=1>FC(F)(F)C(O)=O>[CH3:1][S:2][CH2:4][C:5]1[C:6](=[O:12])[NH:7][C:8](=[O:11])[NH:9][CH:10]=1. Reported procedure: Methylmercaptan is introduced into a solution of 14 g of 5-hydroxymethyluracil in 80 ml of trifluoroacetic acid over the course of one hour until saturation is reached, the temperature being kept at 25° C. The solution is then left to stand for 2 hours, the solvent is evaporated under reduced pressure and the residue is crystallised from glacial acetic acid. 5-Methylthiomethyluracil is obtained as colourless crystals of melting point 239°-241° C. Starting materials: BrC=1C=C2NC(C(N(C2=CC1)CC(=O)OCC)=O)=O (6-Bromo-1-ethoxycarbonylmethylquinoxaline-2,3(1H,4H)-dione), [OH-].[Na+] (NaOH), Cl (hydrochloric acid). Product: BrC=1C=C2NC(C(N(C2=CC1)CC(=O)O)=O)=O (6-Bromo-1-carboxymethylquinoxaline-2,3(1H,4H)-dione). The yield is 70.2%. As a reaction SMILES: [Br:1][C:2]1[CH:3]=[C:4]2[C:9](=[CH:10][CH:11]=1)[N:8]([CH2:12][C:13]([O:15]CC)=[O:14])[C:7](=[O:18])[C:6](=[O:19])[NH:5]2.[OH-].[Na+].Cl>>[Br:1][C:2]1[CH:3]=[C:4]2[C:9](=[CH:10][CH:11]=1)[N:8]([CH2:12][C:13]([OH:15])=[O:14])[C:7](=[O:18])[C:6](=[O:19])[NH:5]2 |f:1.2|. Procedure: The ester of example 2 (0.33 g, 1 mmol) was reacted with 4% NaOH (9 ml) for 3 h at room temperature. The mixture was cooled in an ice bath and the pH was adjusted to 1 with 4M hydrochloric acid. The precipitate was filtered off, washed with water and recrystallized from acetic acid to afford 0.21 g (70%) of the title compound. M.p. >320° C. 1H-NMR (DMSO-d6): 4.86 (s, 1H), 7.29 (m, 3H), 12.24 (s, 1H), 13.28 (br.s, 1H). The reactants are FC(S(=O)(=O)O[Si](C(C)C)(C(C)C)C(C)C)(F)F (triisopropylsilyl trifluoromethanesulfonate), CC1=NC(=CC=C1)C (2,6-dimethylpyridine), FC=1C=C(C=CC1[N+](=O)[O-])CO ((3-fluoro-4-nitrophenyl)methanol). Solvent: C(Cl)Cl (DCM). Reaction conditions: time 3 hour. The product is FC=1C=C(CO[Si](C(C)C)(C(C)C)C(C)C)C=CC1[N+](=O)[O-] ((3-fluoro-4-nitrobenzyloxy)triisopropylsilane). The yield is 98.8%. As a reaction SMILES: [F:1][C:2]1[CH:3]=[C:4]([CH2:11][OH:12])[CH:5]=[CH:6][C:7]=1[N+:8]([O-:10])=[O:9].FC(F)(F)S(O[Si:19]([CH:26]([CH3:28])[CH3:27])([CH:23]([CH3:25])[CH3:24])[CH:20]([CH3:22])[CH3:21])(=O)=O.CC1C=CC=C(C)N=1>C(Cl)Cl>[F:1][C:2]1[CH:3]=[C:4]([CH:5]=[CH:6][C:7]=1[N+:8]([O-:10])=[O:9])[CH2:11][O:12][Si:19]([CH:26]([CH3:28])[CH3:27])([CH:23]([CH3:25])[CH3:24])[CH:20]([CH3:22])[CH3:21]. Procedure details: To a 3-L round-bottomed flask was added (3-fluoro-4-nitrophenyl)methanol (4.7 g, 27.5 mmol) and DCM (47 mL). To the mixture was added triisopropylsilyl trifluoromethanesulfonate (9.26 g, 30.2 mmol) and 2,6-dimethylpyridine (3.53 g, 33.0 mmol). The resulting mixture was stirred for 3 hours at RT, and washed with NH4Cl (5-250 mL) and H2O (5-250 mL). The organic layer was collected and dried over sodium sulfate and concentrated to afford (3-fluoro-4-nitrobenzyloxy)triisopropylsilane (8.9 g, 99% yie...